Dataset: the Open Reaction Database (ORD), a public repository of structured organic reaction records. Task: describe an organic reaction: reactants, conditions, products, and yield Reactants: N1C=NC=C1 (imidazole), ClC=1N=C(C2=C(N1)SC(=C2)C)NCC2=CC=CC=C2 (2-chloro-6-methyl-4-benzylamino-thieno-[2,3-d]-pyrimidine). Product: N1(C=NC=C1)C=1N=C(C2=C(N1)SC(=C2)C)NCC2=CC=CC=C2 (2-(imidazol-1-yl)-6-methyl-4-benzylamino-thieno-[2,3-d]-pyrimidine). As a reaction SMILES: [NH:1]1[CH:5]=[CH:4][N:3]=[CH:2]1.Cl[C:7]1[N:8]=[C:9]([NH:17][CH2:18][C:19]2[CH:24]=[CH:23][CH:22]=[CH:21][CH:20]=2)[C:10]2[CH:15]=[C:14]([CH3:16])[S:13][C:11]=2[N:12]=1>>[N:1]1([C:7]2[N:8]=[C:9]([NH:17][CH2:18][C:19]3[CH:24]=[CH:23][CH:22]=[CH:21][CH:20]=3)[C:10]3[CH:15]=[C:14]([CH3:16])[S:13][C:11]=3[N:12]=2)[CH:5]=[CH:4][N:3]=[CH:2]1. Reported procedure: Following the procedure of Example 97, the reaction of imidazole with 2-chloro-6-methyl-4-benzylamino-thieno-[2,3-d]-pyrimidine gives 2-(imidazol-1-yl)-6-methyl-4-benzylamino-thieno-[2,3-d]-pyrimidine. Reactants: NC=1SC=2N=C(N=CC2N1)N(C=1C=C(C=CC1)NC(C1=CC(=CC=C1)C(C)(C)C#N)=O)C (N-{3-[(2-amino[1,3]thiazolo[5,4-d]pyrimidin-5-yl)(methyl)amino]phenyl}-3-(1-cyano-1-methylethyl)benzamide), C1(CC1)C(=O)Cl (cyclopropanecarbonyl chloride), C(O)([O-])=O.[Na+] (sodium hydrogen carbonate). The solvent is CN(C(C)=O)C (N,N-dimethylacetamide). Conditions: time 3 hour. The product is C(#N)C(C)(C)C=1C=C(C(=O)NC2=CC(=CC=C2)N(C)C=2N=CC3=C(N2)SC(=N3)NC(=O)C3CC3)C=CC1 (3-(1-cyano-1-methylethyl)-N-{3-[{2-[(cyclopropylcarbonyl)amino][1,3]thiazolo[5,4-d]pyrimidin-5-yl}(methyl)amino]phenyl}benzamide). The yield is 68.4%. As a reaction SMILES: [NH2:1][C:2]1[S:3][C:4]2[N:5]=[C:6]([N:11]([CH3:32])[C:12]3[CH:13]=[C:14]([NH:18][C:19](=[O:31])[C:20]4[CH:25]=[CH:24][CH:23]=[C:22]([C:26]([C:29]#[N:30])([CH3:28])[CH3:27])[CH:21]=4)[CH:15]=[CH:16][CH:17]=3)[N:7]=[CH:8][C:9]=2[N:10]=1.[CH:33]1([C:36](Cl)=[O:37])[CH2:35][CH2:34]1.C(=O)([O-])O.[Na+]>CN(C)C(=O)C>[C:29]([C:26]([C:22]1[CH:21]=[C:20]([CH:25]=[CH:24][CH:23]=1)[C:19]([NH:18][C:14]1[CH:15]=[CH:16][CH:17]=[C:12]([N:11]([C:6]2[N:7]=[CH:8][C:9]3[N:10]=[C:2]([NH:1][C:36]([CH:33]4[CH2:35][CH2:34]4)=[O:37])[S:3][C:4]=3[N:5]=2)[CH3:32])[CH:13]=1)=[O:31])([CH3:27])[CH3:28])#[N:30] |f:2.3|. Procedure details: To a solution of N-{3-[(2-amino[1,3]thiazolo[5,4-d]pyrimidin-5-yl)(methyl)amino]phenyl}-3-(1-cyano-1-methylethyl)benzamide (151 mg, 340 μmol) in N,N-dimethylacetamide (4 mL) was added cyclopropanecarbonyl chloride (389 μL, 4.32 mmol), and the mixture was stirred at room temperature for 3 hr. To the reaction mixture was added saturated aqueous sodium hydrogen carbonate solution (20 mL), and the mixture was extracted with ethyl acetate (20 mL, 5 mL). The solid which crystallized in the extract was... The reactants are OC1=C(C(CCC1C1=CC=C(C=C1)C)=O)C(CC)=O (3-hydroxy-2-propionyl-4-(4-methylphenyl)cyclohex-2-ene-1-one), [N+](=O)(O)[O-] (nitric acid). The solvent is C(C)(=O)OC(C)=O (acetic anhydride), C(C)(=O)O (acetic acid), C(C)(=O)OC(C)=O (acetic anhydride). Reaction conditions: temperature 5 celsius, time 2 hour. Yields the product OC1=C(C(CCC1C1=CC(=C(C=C1)C)[N+](=O)[O-])=O)C(CC)=O (3-hydroxy-2-propionyl-4-(4-methyl-3-nitrophenyl)cyclohex-2-ene-1-one). The yield is 35.5%. RXN SMILES: [OH:1][C:2]1[CH:7]([C:8]2[CH:13]=[CH:12][C:11]([CH3:14])=[CH:10][CH:9]=2)[CH2:6][CH2:5][C:4](=[O:15])[C:3]=1[C:16](=[O:19])[CH2:17][CH3:18].[N+:20]([O-])([OH:22])=[O:21]>C(OC(=O)C)(=O)C.C(O)(=O)C>[OH:1][C:2]1[CH:7]([C:8]2[CH:13]=[CH:12][C:11]([CH3:14])=[C:10]([N+:20]([O-:22])=[O:21])[CH:9]=2)[CH2:6][CH2:5][C:4](=[O:15])[C:3]=1[C:16](=[O:19])[CH2:17][CH3:18]. Reported procedure: 3-hydroxy-2-propionyl-4-(4-methylphenyl)cyclohex-2-ene-1-one (1.2 g) in acetic anhydride (3 g) was cooled to 5° C. A solution of fuming nitric acid (0.42 g) in glacial acetic acid (0.3 g) and acetic anhydride (0.3 g) was added dropwise over a period of 5 minutes. After stirring for a further 1 hour at 5° C. and 2 hours at room temperature, the mixture was poured onto ice-water (100 ml). The aqueous solution was extracted with diethyl ether. The extracts were washed with aqueous sodium bicarbonat...